Dataset: the Open Reaction Database (ORD), a public repository of structured organic reaction records. Task: describe an organic reaction: reactants, conditions, products, and yield Procedure details: A mixture of 3-(4-bromo-3-methyl-phenyl)-5-(3,5-dichloro-phenyl)-5-trifluoromethyl-4,5-dihydro-isoxazole (500 mg), 1,4-butandiol-monovinyl-ether (385 mg), palladium on charcoal (10%, 23 mg), 1,3-bis(diphenylphosphino)propane (9 mg), dicyclohexylamine (259 mg) and n-butanol (3 mL) were refluxed over night. Ethyl acetate (30 mL) and aqueous acetic acid (1 M, 20 mL) were added, and left at room temperature for 1 h. After separation of the layers, the organic layer was washed with HCl (1 M, 10 mL), ... Yields the product ClC=1C=C(C=C(C1)Cl)C1(CC(=NO1)C1=CC(=C(C=C1)C(C)=O)C)C(F)(F)F (1-{4-[5-(3,5-Dichloro-phenyl)-5-trifluoromethyl-4,5-dihydro-isoxazol-3-yl]-2-methyl-phenyl}-ethanone). Conditions: time 1 hour. RXN SMILES: Br[C:2]1[CH:7]=[CH:6][C:5]([C:8]2[CH2:12][C:11]([C:17]3[CH:22]=[C:21]([Cl:23])[CH:20]=[C:19]([Cl:24])[CH:18]=3)([C:13]([F:16])([F:15])[F:14])[O:10][N:9]=2)=[CH:4][C:3]=1[CH3:25].C(O)C[CH2:28][CH2:29][OH:30].C(OC=C)=C.C1(NC2CCCCC2)CCCCC1.C(O)CCC>[Pd].C1(P(C2C=CC=CC=2)CCCP(C2C=CC=CC=2)C2C=CC=CC=2)C=CC=CC=1.C(O)(=O)C.C(OCC)(=O)C>[Cl:24][C:19]1[CH:18]=[C:17]([C:11]2([C:13]([F:16])([F:15])[F:14])[O:10][N:9]=[C:8]([C:5]3[CH:6]=[CH:7][C:2]([C:29](=[O:30])[CH3:28])=[C:3]([CH3:25])[CH:4]=3)[CH2:12]2)[CH:22]=[C:21]([Cl:23])[CH:20]=1 |f:1.2|. Run in C(C)(=O)O (acetic acid), C(C)(=O)OCC (Ethyl acetate). The reactants are BrC1=C(C=C(C=C1)C1=NOC(C1)(C(F)(F)F)C1=CC(=CC(=C1)Cl)Cl)C (3-(4-bromo-3-methyl-phenyl)-5-(3,5-dichloro-phenyl)-5-trifluoromethyl-4,5-dihydro-isoxazole), C(CCCO)O.C(=C)OC=C (1,4-butandiol monovinyl-ether), C1(CCCCC1)NC1CCCCC1 (dicyclohexylamine), C(CCC)O (n-butanol). Reagents/catalysts: [Pd] (palladium on charcoal), C1(=CC=CC=C1)P(CCCP(C1=CC=CC=C1)C1=CC=CC=C1)C1=CC=CC=C1 (1,3-bis(diphenylphosphino)propane). The yield is 58.8%.